This data is from the Open Reaction Database (ORD), a public repository of structured organic reaction records. The task is: describe an organic reaction: reactants, conditions, products, and yield The reactants are C(C)(=O)O[C@@H](CCCCN1C(=O)N(C=2N=C(N(C2C1=O)C)CO)C)C ((R)-1-(5-acetoxyhexyl)-8-hydroxymethyl-3,7-dimethylxanthine), S(=O)(Cl)Cl (thionyl chloride). Reaction conditions: time 8 hour. RXN SMILES: C([O:4][C@H:5]([CH3:25])[CH2:6][CH2:7][CH2:8][CH2:9][N:10]1[C:19](=[O:20])[C:18]2[N:17]([CH3:21])[C:16]([CH2:22]O)=[N:15][C:14]=2[N:13]([CH3:24])[C:11]1=[O:12])(=O)C.S(Cl)([Cl:28])=O>>[OH:4][C@H:5]([CH3:25])[CH2:6][CH2:7][CH2:8][CH2:9][N:10]1[C:19](=[O:20])[C:18]2[N:17]([CH3:21])[C:16]([CH2:22][Cl:28])=[N:15][C:14]=2[N:13]([CH3:24])[C:11]1=[O:12]. Isolated yield 96.0%. Product: O[C@@H](CCCCN1C(=O)N(C=2N=C(N(C2C1=O)C)CCl)C)C ((R)-1-(5-hydroxyhexyl)-8-chloromethyl-3,7-dimethylxanthine). Procedure details: To thionyl chloride (30 ml) stirred at 0-5° C. was added (R)-1-(5-acetoxyhexyl)-8-hydroxymethyl-3,7-dimethylxanthine (6.3 g, 17.9 mmol). After stirring overnight at room temperature, unreacted thionyl chloride and volatile byproducts were evaporated under reduced pressure. To the residual oil was added methanol (300 ml) followed by hydrogen chloride in ether (1.0 M, 20 ml). After stirring for 12 hours, volatile materials were evaporated under reduced pressure to provide (R)-1-(5-hydroxyhexyl)-8-... Starting materials: C(C)(=O)Cl (Acetyl chloride), NC1=C(C(=O)OC)C(=CC=C1C1=C(OC=C1)CO[Si](C)(C)C(C)(C)C)NC(C(C)(C)C)=O (methyl 2-amino-3-[2-(tert-butyldimethylsilanyloxymethyl)furan-3-yl]-6-(2,2-dimethylpropionylamino)-benzoate), NC1=C(C(=O)OC)C(=CC=C1C1=C(OC=C1)CO[Si](C)(C)C(C)(C)C)NC(C(C)(C)C)=O (methyl 2-amino-3-[2-(tert-butyldimethylsilanyloxymethyl)furan-3-yl]-6-(2,2-dimethylpropionylamino)-benzoate). Solvent: C(Cl)Cl (DCM), N1=CC=CC=C1 (pyridine), C(Cl)Cl (DCM). Run at time 1 hour. Product: C(C)(=O)NC1=C(C(=O)OC)C(=CC=C1C1=C(OC=C1)CO[Si](C)(C)C(C)(C)C)NC(C(C)(C)C)=O (methyl 2-acetylamino-3-[2-(tert-butyldimethylsilanyloxymethyl)-furan-3-yl]-6-(2,2-dimethylpropionylamino)benzoate). As a reaction SMILES: [C:1](Cl)(=[O:3])[CH3:2].[NH2:5][C:6]1[C:15]([C:16]2[CH:20]=[CH:19][O:18][C:17]=2[CH2:21][O:22][Si:23]([C:26]([CH3:29])([CH3:28])[CH3:27])([CH3:25])[CH3:24])=[CH:14][CH:13]=[C:12]([NH:30][C:31](=[O:36])[C:32]([CH3:35])([CH3:34])[CH3:33])[C:7]=1[C:8]([O:10][CH3:11])=[O:9]>C(Cl)Cl.N1C=CC=CC=1>[C:1]([NH:5][C:6]1[C:15]([C:16]2[CH:20]=[CH:19][O:18][C:17]=2[CH2:21][O:22][Si:23]([C:26]([CH3:29])([CH3:28])[CH3:27])([CH3:25])[CH3:24])=[CH:14][CH:13]=[C:12]([NH:30][C:31](=[O:36])[C:32]([CH3:35])([CH3:34])[CH3:33])[C:7]=1[C:8]([O:10][CH3:11])=[O:9])(=[O:3])[CH3:2]. Procedure: Acetyl chloride (0.09 mL) was added to a stirred solution of methyl 2-amino-3-[2-(tert-butyldimethylsilanyloxymethyl)furan-3-yl]-6-(2,2-dimethylpropionylamino)-benzoate (Intermediate 35, 0.47 g) in DCM (5 mL) and pyridine (0.16 mL) and the mixture was stirred at room temperature for 1 hour. The mixture was diluted with DCM and washed with water and brine, dried (MgSO4) and filtered. The filtrate was evaporated to dryness and the residue was purified by chromatography on silica eluting with a mix... Starting materials: COC(=O)CCCCc1nc(-c2ccc(OC)cc2O)cs1, Cl, [Li+], C1COCCO1, [OH-], O, O. The product is COc1ccc(-c2csc(CCCCC(=O)O)n2)c(O)c1. RXN SMILES: [CH3:4][O:5][C:6]([CH2:7][CH2:8][CH2:9][CH2:10][c:11]1[s:12][cH:13][c:14](-[c:16]2[c:17]([OH:24])[cH:18][c:19]([O:22][CH3:23])[cH:20][cH:21]2)[n:15]1)=[O:25].[ClH:26].[Li+:2].[O:28]1[CH2:29][CH2:30][O:31][CH2:32][CH2:33]1.[OH-:1].[OH2:27].[OH2:3]>>[O:5]=[C:6]([CH2:7][CH2:8][CH2:9][CH2:10][c:11]1[s:12][cH:13][c:14](-[c:16]2[c:17]([OH:24])[cH:18][c:19]([O:22][CH3:23])[cH:20][cH:21]2)[n:15]1)[OH:25]. Reactants: OCCNS(=O)(=O)C1=CC=C(C=C1)B(O)O ((4-{[(2-hydroxyethyl)amino]sulfonyl}phenyl)boronic acid), BrC1=CC=C(C=C1)OCC1CCN(CC1)C(=O)OC(C)C (1-methylethyl 4-{[(4-bromophenyl)oxy]methyl}-1-piperidinecarboxylate), C(=O)([O-])[O-].[Na+].[Na+] (Na2CO3). Reagents/catalysts: Cl[Pd]([P](C1=CC=CC=C1)(C2=CC=CC=C2)C3=CC=CC=C3)([P](C4=CC=CC=C4)(C5=CC=CC=C5)C6=CC=CC=C6)Cl (Pd(PPh3)2Cl2). Run in COCCOC (DME). Product: OCCNS(=O)(=O)C1=CC=C(C=C1)C1=CC=C(C=C1)OCC1CCN(CC1)C(=O)OC(C)C (1-Methylethyl 4-{[(4′-{[(2-hydroxyethyl)amino]sulfonyl}-4-biphenylyl)oxy]methyl}-1-piperidinecarboxylate). Yield: 26.2%. Reaction SMILES: [OH:1][CH2:2][CH2:3][NH:4][S:5]([C:8]1[CH:13]=[CH:12][C:11](B(O)O)=[CH:10][CH:9]=1)(=[O:7])=[O:6].Br[C:18]1[CH:23]=[CH:22][C:21]([O:24][CH2:25][CH:26]2[CH2:31][CH2:30][N:29]([C:32]([O:34][CH:35]([CH3:37])[CH3:36])=[O:33])[CH2:28][CH2:27]2)=[CH:20][CH:19]=1.C([O-])([O-])=O.[Na+].[Na+]>Cl[Pd](Cl)([P](C1C=CC=CC=1)(C1C=CC=CC=1)C1C=CC=CC=1)[P](C1C=CC=CC=1)(C1C=CC=CC=1)C1C=CC=CC=1.COCCOC>[OH:1][CH2:2][CH2:3][NH:4][S:5]([C:8]1[CH:13]=[CH:12][C:11]([C:18]2[CH:19]=[CH:20][C:21]([O:24][CH2:25][CH:26]3[CH2:27][CH2:28][N:29]([C:32]([O:34][CH:35]([CH3:37])[CH3:36])=[O:33])[CH2:30][CH2:31]3)=[CH:22][CH:23]=2)=[CH:10][CH:9]=1)(=[O:7])=[O:6] |f:2.3.4,^1:46,65|. Procedure details: The title compound (25 mg, 26%) was prepared as a white solid from (4-{[(2-hydroxyethyl)amino]sulfonyl}phenyl)boronic acid (49 mg, 0.2 mmol), 1-methylethyl 4-{[(4-bromophenyl)oxy]methyl}-1-piperidinecarboxylate (prepared as in Example 9, Step 2, 71 mg, 0.2 mmol), Pd(PPh3)2Cl2 (50 mg, 0.07 mmol), 2M Na2CO3 (1 mL) and DME (1 mL) in a manner similar to Example 21, Step 3, and worked up in a manner similar to Example 9, Step 3. 1H NMR (400 MHz, CDCl3): δ 7.90 (d, 2H, J=8.6 Hz), 7.68 (d, 2H, J=8.6 Hz... Starting materials: CS(=O)C (Dimethyl sulfoxide), P(O)(O)(O)=O (phosphoric acid), CC1=C(C(=O)O)C=CC(=C1)C(=O)NC1=CC(=CC=C1)C1=NC(=NC2=CC(=C(C=C12)OC)OC)NC (methyl N-[3-(6,7-dimethoxy-2-methylaminoquinazolin-4-yl)phenyl]terephthalamic acid), CS(=O)C (Dimethyl sulfoxide). The solvent is CC(C)O (2-propanol). The product is P(=O)(O)(O)O.CC1=C(C(=O)O)C=CC(=C1)C(=O)NC1=CC(=CC=C1)C1=NC(=NC2=CC(=C(C=C12)OC)OC)NC (Methyl N-[3-(6,7-dimethoxy-2-methylaminoquinazolin-4-yl)phenyl]terephthalamic acid phosphate). As a reaction SMILES: CS(C)=O.[P:5](=[O:9])([OH:8])([OH:7])[OH:6].[CH3:10][C:11]1[CH:19]=[C:18]([C:20]([NH:22][C:23]2[CH:28]=[CH:27][CH:26]=[C:25]([C:29]3[C:38]4[C:33](=[CH:34][C:35]([O:41][CH3:42])=[C:36]([O:39][CH3:40])[CH:37]=4)[N:32]=[C:31]([NH:43][CH3:44])[N:30]=3)[CH:24]=2)=[O:21])[CH:17]=[CH:16][C:12]=1[C:13]([OH:15])=[O:14]>CC(O)C>[P:5]([OH:9])([OH:8])([OH:7])=[O:6].[CH3:10][C:11]1[CH:19]=[C:18]([C:20]([NH:22][C:23]2[CH:28]=[CH:27][CH:26]=[C:25]([C:29]3[C:38]4[C:33](=[CH:34][C:35]([O:41][CH3:42])=[C:36]([O:39][CH3:40])[CH:37]=4)[N:32]=[C:31]([NH:43][CH3:44])[N:30]=3)[CH:24]=2)=[O:21])[CH:17]=[CH:16][C:12]=1[C:13]([OH:15])=[O:14] |f:4.5|. Procedure: Dimethyl sulfoxide (1 mL) and phosphoric acid (25 μL) were added to methyl N-[3-(6,7-dimethoxy-2-methylaminoquinazolin-4-yl)phenyl]terephthalamic acid (96.52 mg). Dimethyl sulfoxide (0.75 mL) was added to and dissolved in the mixture while heating the mixture, and then 2-propanol (2 mL) was added to the mixture and the mixture was cooled to room temperature to be solidified. The solid was collected by filtration to yield the titled compound (114.15 mg).